Task: describe an organic reaction: reactants, conditions, products, and yield. Dataset: the Open Reaction Database (ORD), a public repository of structured organic reaction records Starting materials: B(Br)(Br)Br (Boron tribromide), CC1=C(C(=CC(=C1)C1=CC=CC=C1)C)OC (2,6-dimethyl-4-phenyl-methoxybenzene), Ice water. Solvent: ClCCl (dichloromethane). Product: CC1=C(C(=CC(=C1)C1=CC=CC=C1)C)O (2,6-dimethyl-4-phenyl-phenol). Isolated yield 97.3%. Reaction SMILES: B(Br)(Br)Br.[CH3:5][C:6]1[CH:11]=[C:10]([C:12]2[CH:17]=[CH:16][CH:15]=[CH:14][CH:13]=2)[CH:9]=[C:8]([CH3:18])[C:7]=1[O:19]C>ClCCl>[CH3:5][C:6]1[CH:11]=[C:10]([C:12]2[CH:17]=[CH:16][CH:15]=[CH:14][CH:13]=2)[CH:9]=[C:8]([CH3:18])[C:7]=1[OH:19]. Procedure details: T-butyllithium (1.3M in pentane, 17.9 ml, 23.2 mmol) was added slowly to a solution of 2,6-dimethyl-4-bromo-methoxybenzene (2.5 g, 11.6 mmol) in anhydrous THF (50 ml) at −78° C. under an atmosphere of argon, then after 1 hour a solution of anhydrous zinc chloride (1.6 g, 11.7 mmol) in THF (40 ml) was added by cannula and the clear solution allowed to warm to room temperature and stir for 1 hr. This solution was then added by cannula to iodobenzene (2.37 g, 11.6 mmol) and bis(triphenylphosphine)p... RXN SMILES: [Ce+4:1].[F:2][C:3]([F:20])([C:13]([F:19])([F:18])[C:14]([F:17])([F:16])[F:15])[C:4](=[O:12])[CH2:5][C:6](=[O:11])[C:7]([CH3:10])([CH3:9])[CH3:8].CC(=O)C(=O)CCCCC>>[Ce+4:1].[F:2][C:3]([F:20])([C:13]([F:18])([F:19])[C:14]([F:15])([F:16])[F:17])[C:4](=[O:12])[CH2:5][C:6](=[O:11])[C:7]([CH3:10])([CH3:9])[CH3:8].[F:2][C:3]([F:20])([C:13]([F:18])([F:19])[C:14]([F:15])([F:16])[F:17])[C:4](=[O:12])[CH2:5][C:6](=[O:11])[C:7]([CH3:10])([CH3:9])[CH3:8].[F:2][C:3]([F:20])([C:13]([F:18])([F:19])[C:14]([F:15])([F:16])[F:17])[C:4](=[O:12])[CH2:5][C:6](=[O:11])[C:7]([CH3:10])([CH3:9])[CH3:8].[F:2][C:3]([F:20])([C:13]([F:18])([F:19])[C:14]([F:15])([F:16])[F:17])[C:4](=[O:12])[CH2:5][C:6](=[O:11])[C:7]([CH3:10])([CH3:9])[CH3:8] |f:3.4.5.6.7|. Reported procedure: combining the cerium (IV) solution with deprotonated 6,6,7,7,8,8,8-heptafluoro-2,2-dimethyl-3,5-octanedione to react the octanedione with the cerium (IV), and to thereby yield a tetrakis-(6,6,7,7,8,8,8-heptafluoro-2,2-dimethyl-3,5-octanedione) cerium (IV) product. Product: [Ce+4].FC(C(CC(C(C)(C)C)=O)=O)(C(C(F)(F)F)(F)F)F.FC(C(CC(C(C)(C)C)=O)=O)(C(C(F)(F)F)(F)F)F.FC(C(CC(C(C)(C)C)=O)=O)(C(C(F)(F)F)(F)F)F.FC(C(CC(C(C)(C)C)=O)=O)(C(C(F)(F)F)(F)F)F (tetrakis-(6,6,7,7,8,8,8-heptafluoro-2,2-dimethyl-3,5-octanedione) cerium (IV)). The reactants are [Ce+4] (cerium (IV)), FC(C(CC(C(C)(C)C)=O)=O)(C(C(F)(F)F)(F)F)F (6,6,7,7,8,8,8-heptafluoro-2,2-dimethyl-3,5-octanedione), CC(C(CCCCC)=O)=O (octanedione), [Ce+4] (cerium (IV)). Reactants: C=CC1=CC=CC=C1 (styrene), [Li]CCCC (n-BuLi), C=CC=C (butadiene), C1CCOC1 (THF), [Li]CCCC (n-BuLi), sodium tert-butylate. The solvent is CCCCCCC (heptane). Product: C=CC=C.C=CC1=CC=CC=C1 (butadiene-styrene copolymer). RXN SMILES: [CH2:1]=[CH:2][C:3]1[CH:8]=[CH:7][CH:6]=[CH:5][CH:4]=1.C=CC=C.C1COCC1.[Li]CCCC>CCCCCCC>[CH2:1]=[CH:2][CH:3]=[CH2:4].[CH2:1]=[CH:2][C:3]1[CH:8]=[CH:7][CH:6]=[CH:5][CH:4]=1 |f:5.6|. Procedure: In a first stage a butadiene-styrene copolymer is prepared by injecting 167 g of styrene, 476 g of butadiene and 2000 ppm of THF into a 10-liter reactor containing 6.4 liters of deaerated heptane. The impurities are neutralized with the aid of n-BuLi and then 0.0038 mol of n-BuLi are added, together with 0.0011 mol of sodium tert-butylate, employed as randomizing agent; the polymerization is conducted at 55° C. Starting materials: COC(COC1=CC2=CC=C(C=C2C=C1)OC[C@@H](CCC=1C=NC=CC1)O)=O (6-((2R)-2-hydroxy-4-(3-pyridyl)-1-butoxy)naphthalen-2-yloxyacetic acid methyl ester), CN (methylamine). Run in CO (methanol). The product is CNC(COC1=CC2=CC=C(C=C2C=C1)OC[C@@H](CCC=1C=NC=CC1)O)=O (N-Methyl 6-((2R)-2-hydroxy-4-(3-pyridyl)-1-butoxy)naphthalen-2-yloxyacetamide). As a reaction SMILES: C[O:2][C:3](=O)[CH2:4][O:5][C:6]1[CH:15]=[CH:14][C:13]2[C:8](=[CH:9][CH:10]=[C:11]([O:16][CH2:17][C@H:18]([OH:27])[CH2:19][CH2:20][C:21]3[CH:22]=[N:23][CH:24]=[CH:25][CH:26]=3)[CH:12]=2)[CH:7]=1.[CH3:29][NH2:30]>CO>[CH3:29][NH:30][C:3](=[O:2])[CH2:4][O:5][C:6]1[CH:15]=[CH:14][C:13]2[C:8](=[CH:9][CH:10]=[C:11]([O:16][CH2:17][C@H:18]([OH:27])[CH2:19][CH2:20][C:21]3[CH:22]=[N:23][CH:24]=[CH:25][CH:26]=3)[CH:12]=2)[CH:7]=1. Procedure details: A solution of 6-((2R)-2-hydroxy-4-(3-pyridyl)-1-butoxy)naphthalen-2-yloxyacetic acid methyl ester (0.215 g) in methanol (10 ml) was saturated with methylamine gas. After 16 hours the crystalline product was collected by filtration and dried under vacuum to give the title compound as a solid (0.10 g). Reaction SMILES: O=[C:2]1[NH:7][N:6]=[C:5]2[C:8]3[CH:16]=[CH:15][CH:14]=[CH:13][C:9]=3[CH2:10][CH2:11][CH2:12][C:4]2=[CH:3]1.O=P(Cl)(Cl)[Cl:19]>>[Cl:19][C:2]1[N:7]=[N:6][C:5]2[C:8]3[CH:16]=[CH:15][CH:14]=[CH:13][C:9]=3[CH2:10][CH2:11][CH2:12][C:4]=2[CH:3]=1. Product: ClC1=CC2=C(N=N1)C1=C(CCC2)C=CC=C1 (3-chloro-6,7-dihydro-5H-benzo[6,7]cyclohepta[1,2-c]pyridazine), solid. Procedure details: A mixture of the compound of formula (De), 3-oxo-6,7-dihydro-5H-benzo[6,7]cyclohepta[1,2-c]pyridazine (4.0 g, 19.3 mmol) and POCl3 (20 mL) was refluxed for 2 h. After cooling to ambient temperature, the volatiles were evaporated. The residue was poured into a mixture of ice water and sodium bicarbonate, CH2Cl2 (200 mL) was added to dissolve the solid. The layers were separated, and the aqueous layer was extracted with CH2Cl2 one more time. The combined organic layers were washed with brine. Afte... The reactants are O=C1C=C2C(=NN1)C1=C(CCC2)C=CC=C1 (3-oxo-6,7-dihydro-5H-benzo[6,7]cyclohepta[1,2-c]pyridazine), O=P(Cl)(Cl)Cl (POCl3). The yield is 99.0%. Starting materials: BrC1=C(C=O)C=CC=C1 (2-bromo-benzaldehyde), C1(CC1)B(O)O (cyclopropylboronic acid), potassium phosphate tribasic N-hydrate, C1(CCCCC1)P(C1CCCCC1)C1CCCCC1 (tricyclohexylphosphine), C1(=CC=CC=C1)C (toluene), O (water). The reagents and catalysts are CC(=O)[O-].CC(=O)[O-].[Pd+2] (Pd(OAc)2). Run in C(C)(=O)OCC (ethyl acetate), [Cl-].[Na+].O (brine). Run at temperature 100 celsius, time 2 hour. Yields the product C1(CC1)C1=C(C=O)C=CC=C1 (2-Cyclopropyl-benzaldehyde). As a reaction SMILES: Br[C:2]1[CH:9]=[CH:8][CH:7]=[CH:6][C:3]=1[CH:4]=[O:5].[CH:10]1(B(O)O)[CH2:12][CH2:11]1.C1(P(C2CCCCC2)C2CCCCC2)CCCCC1.C1(C)C=CC=CC=1.O>C(OCC)(=O)C.[Cl-].[Na+].O.CC([O-])=O.CC([O-])=O.[Pd+2]>[CH:10]1([C:2]2[CH:9]=[CH:8][CH:7]=[CH:6][C:3]=2[CH:4]=[O:5])[CH2:12][CH2:11]1 |f:6.7.8,9.10.11|. Procedure: A 60 mL reaction vial is charged with 2-bromo-benzaldehyde (10.810 mmoles, 1.264 mL), cyclopropylboronic acid (14.053 mmoles, 1.207 g), potassium phosphate tribasic N-hydrate (37.834 mmoles, 8.031 g), tricyclohexylphosphine (1.081 mmoles, 303.139 mg), toluene (283.654 mmoles, 30.000 mL), and water (83.263 mmoles, 1.500 mL). The mixture is then thoroughly degassed. Next, Pd(OAc)2 (540.482 μmoles, 121.343 mg) is added and the mixture is placed under nitrogen and heated to 100° C. After 2 hours, co... Starting materials: solution, NC1=C(C=CC=C1)N (diaminobenzene), solution, C(C1=CC=CC=C1)C#N (benzyl cyanide), Cl (hydrogen chloride), O (water). The solvent is CO (methanol). Conditions: temperature 0 celsius, time 2 hour. Product: C(C1=CC=CC=C1)C=1NC2=C(N1)C=CC=C2 (2-benzylbenzimidazole). Reaction SMILES: [CH2:1]([C:8]#[N:9])[C:2]1[CH:7]=[CH:6][CH:5]=[CH:4][CH:3]=1.Cl.[NH2:11][C:12]1[CH:17]=[CH:16][CH:15]=[CH:14][C:13]=1N.O>CO>[CH2:1]([C:8]1[NH:9][C:13]2[CH:14]=[CH:15][CH:16]=[CH:17][C:12]=2[N:11]=1)[C:2]1[CH:7]=[CH:6][CH:5]=[CH:4][CH:3]=1. Procedure: A 1 M solution of benzyl cyanide in anhydrous methanol was treated with hydrogen chloride gas at 0° C. for about thirty minutes. The mixture was stirred for two hours at 0° C. and then a 1 M solution of diaminobenzene was added and the resulting solution was stirred at 0° C. The progress of the reaction was monitored by thin layer chromatography. The reaction mixture was then poured into water. The unreacted nitrile was extracted with ethyl acetate. The aqueous layer was neutralized with 1 N sod... Starting materials: CC1OC(OC2C(COCc3ccccc3)OC(OC3C(OCc4ccccc4)CC4C3CON4C(=O)OCc3ccccc3)C(OCc3ccccc3)C2OCc2ccccc2)C(OCc2ccccc2)C(OCc2ccccc2)C1OCc1ccccc1, CO, Cc1ccccc1, C[O-], [Na+]. The product is COC(=O)N1OCC2C(OC3OC(COCc4ccccc4)C(OC4OC(C)C(OCc5ccccc5)C(OCc5ccccc5)C4OCc4ccccc4)C(OCc4ccccc4)C3OCc3ccccc3)C(OCc3ccccc3)CC21. As a reaction SMILES: [CH2:1]([c:2]1[cH:3][cH:4][cH:5][cH:6][cH:7]1)[O:8][CH:9]1[CH:10]([O:11][CH:12]2[CH:13]([O:30][CH2:31][c:32]3[cH:33][cH:34][cH:35][cH:36][cH:37]3)[CH2:14][CH:15]3[N:16]([C:20](=[O:21])[O:22][CH2:23][c:24]4[cH:25][cH:26][cH:27][cH:28][cH:29]4)[O:17][CH2:18][CH:19]23)[O:38][CH:39]([CH2:82][O:83][CH2:84][c:85]2[cH:86][cH:87][cH:88][cH:89][cH:90]2)[CH:40]([O:50][CH:51]2[CH:52]([O:53][CH2:54][c:55]3[cH:56][cH:57][cH:58][cH:59][cH:60]3)[CH:61]([O:62][CH2:63][c:64]3[cH:65][cH:66][cH:67][cH:68][cH:69]3)[CH:70]([O:71][CH2:72][c:73]3[cH:74][cH:75][cH:76][cH:77][cH:78]3)[CH:79]([CH3:81])[O:80]2)[CH:41]1[O:42][CH2:43][c:44]1[cH:45][cH:46][cH:47][cH:48][cH:49]1.[CH3:101][OH:102].[CH3:91][c:92]1[cH:93][cH:94][cH:95][cH:96][cH:97]1.[CH3:98][O-:99].[Na+:100]>>[CH2:1]([c:2]1[cH:3][cH:4][cH:5][cH:6][cH:7]1)[O:8][CH:9]1[CH:10]([O:11][CH:12]2[CH:13]([O:30][CH2:31][c:32]3[cH:33][cH:34][cH:35][cH:36][cH:37]3)[CH2:14][CH:15]3[N:16]([C:20](=[O:21])[O:22][CH3:23])[O:17][CH2:18][CH:19]23)[O:38][CH:39]([CH2:82][O:83][CH2:84][c:85]2[cH:86][cH:87][cH:88][cH:89][cH:90]2)[CH:40]([O:50][CH:51]2[CH:52]([O:53][CH2:54][c:55]3[cH:56][cH:57][cH:58][cH:59][cH:60]3)[CH:61]([O:62][CH2:63][c:64]3[cH:65][cH:66][cH:67][cH:68][cH:69]3)[CH:70]([O:71][CH2:72][c:73]3[cH:74][cH:75][cH:76][cH:77][cH:78]3)[CH:79]([CH3:81])[O:80]2)[CH:41]1[O:42][CH2:43][c:44]1[cH:45][cH:46][cH:47][cH:48][cH:49]1. The reactants are COC1=C(C(=NC=C1C)CSC1=NC2=C(N1)C=C1C(C(C(C1=C2)(C)C)=O)(C)C)C (5,7-dihydro-2-[[(4-methoxy-3,5-dimethyl-2-pyridyl)methyl]thio]-5,5,7,7-tetramethylindeno[5,6-d]imidazol-6(1H)-one), Cl.CON (O-methylhydroxylamine hydrochloride). Run in CO (methanol). Product: CON=C1C(C2=CC3=C(NC(=N3)SCC3=NC=C(C(=C3C)OC)C)C=C2C1(C)C)(C)C (5,7-dihydro-2-[[(4-methoxy-3,5-dimethyl-2-pyridyl)methyl]thio]-5,5,7,7-tetramethylindeno[5,6-d]imidazol-6(1H)-one O-methyl oxime). Reaction SMILES: [CH3:1][O:2][C:3]1[C:8]([CH3:9])=[CH:7][N:6]=[C:5]([CH2:10][S:11][C:12]2[NH:16][C:15]3[CH:17]=[C:18]4[C:22](=[CH:23][C:14]=3[N:13]=2)[C:21]([CH3:25])([CH3:24])[C:20](=O)[C:19]4([CH3:28])[CH3:27])[C:4]=1[CH3:29].Cl.[CH3:31][O:32][NH2:33]>CO>[CH3:31][O:32][N:33]=[C:20]1[C:21]([CH3:25])([CH3:24])[C:22]2[C:18](=[CH:17][C:15]3[N:16]=[C:12]([S:11][CH2:10][C:5]4[C:4]([CH3:29])=[C:3]([O:2][CH3:1])[C:8]([CH3:9])=[CH:7][N:6]=4)[NH:13][C:14]=3[CH:23]=2)[C:19]1([CH3:28])[CH3:27] |f:1.2|. Procedure: 5 g of 5,7-dihydro-2-[[(4-methoxy-3,5-dimethyl-2-pyridyl)methyl]thio]-5,5,7,7-tetramethylindeno[5,6-d]imidazol-6(1H)-one and 40 g of O-methylhydroxylamine hydrochloride in 250 ml of methanol were boiled at reflux for 16 hours under argon. After removing the solvent in vacuo the residue was partitioned between methylene chloride and water and the aqueous phase was extracted three times with methylene chloride. The combined organic extracts were made neutral with saturated sodium bicarbonate solut...